From a dataset of the Open Reaction Database (ORD), a public repository of structured organic reaction records. describe an organic reaction: reactants, conditions, products, and yield Reactants: C(C)(=O)O (acetic acid), Cl (HCl), ClC=1C=C(C=C(C1)Cl)NC1=NNC(=N1)N (N3-(3,5-dichlorophenyl)-1H-1,2,4-triazole-3,5-diamine), 2, C(=O)C1=CC=C(C=C1)S(=O)(=O)N(C)C (4-formyl-N,N-dimethyl-benzenesulfonamide). Run in CO (MeOH). Conditions: time 15 minute. Yields the product ClC=1C=C(C=C(C1)Cl)NC1=NNC(=N1)NCC1=CC=C(C=C1)S(=O)(=O)N(C)C (4-((3-(3,5-dichlorophenylamino)-1H-1,2,4-triazol-5-ylamino)methyl)-N,N-dimethylbenzenesulfonamide). The yield is 66.0%. RXN SMILES: [Cl:1][C:2]1[CH:3]=[C:4]([NH:9][C:10]2[N:14]=[C:13]([NH2:15])[NH:12][N:11]=2)[CH:5]=[C:6]([Cl:8])[CH:7]=1.[CH:16]([C:18]1[CH:23]=[CH:22][C:21]([S:24]([N:27]([CH3:29])[CH3:28])(=[O:26])=[O:25])=[CH:20][CH:19]=1)=O.C(O)(=O)C.Cl>CO>[Cl:1][C:2]1[CH:3]=[C:4]([NH:9][C:10]2[N:14]=[C:13]([NH:15][CH2:16][C:18]3[CH:23]=[CH:22][C:21]([S:24]([N:27]([CH3:28])[CH3:29])(=[O:26])=[O:25])=[CH:20][CH:19]=3)[NH:12][N:11]=2)[CH:5]=[C:6]([Cl:8])[CH:7]=1. Procedure details: To a solution of N3-(3,5-dichlorophenyl)-1H-1,2,4-triazole-3,5-diamine Intermediate 2 (100 mg, 410 μmol) in MeOH (5 mL) was added 4-formyl-N,N-dimethyl-benzenesulfonamide (96.1 mg, 451 μmol) followed by acetic acid (36.7 mg, 35 μl, 611 μmol). The reaction was stirred at room temperature for 15 minutes, 2-picoline borane complex (65.7 mg, 615 μmol) was added and the stirring was continued for 5 days. The reaction mixture was poured into 0.1N HCl solution (25 ml) to give a suspension, and the susp...